This data is from the Open Reaction Database (ORD), a public repository of structured organic reaction records. The task is: describe an organic reaction: reactants, conditions, products, and yield The reactants are N(=O)[O-].[Na+] (sodium nitrite), Cl (hydrogen chloride), NC=1C(=NON1)C(N)=NO (4-amino-N′-hydroxy-1,2,5-oxadiazole-3-carboximidamide), Cl (hydrogen chloride). The solvent is O (water), O (water). Reaction conditions: temperature 2.5 celsius, time 1.5 hour. The product is NC=1C(=NON1)C(=NO)Cl (4-Amino-N-hydroxy-1,2,5-oxadiazole-3-carboximidoyl chloride). The yield is 21.0%. Reaction SMILES: [ClH:1].[NH2:2][C:3]1[C:4]([C:8](=[N:10][OH:11])N)=[N:5][O:6][N:7]=1.N([O-])=O.[Na+]>O>[NH2:2][C:3]1[C:4]([C:8]([Cl:1])=[N:10][OH:11])=[N:5][O:6][N:7]=1 |f:2.3|. Reported procedure: A solution of 3 M of hydrogen chloride in water (190 mL) was treated with 4-amino-N′-hydroxy-1,2,5-oxadiazole-3-carboximidamide [J. Heterocycl. Chem. (1965), 2, 253] (7.3 g, 0.051 mol) at 0° C. The reaction mixture was treated with enough 12 M hydrogen chloride (˜19 mL) to dissolve the solid and then treated with a solution of sodium nitrite (4.4 g, 0.063 mol) in water (24 mL) dropwise while maintaining an internal temperature at 0-5° C. with an ice/brine bath. The reaction mixture was stirred a...